This data is from the Open Reaction Database (ORD), a public repository of structured organic reaction records. The task is: describe an organic reaction: reactants, conditions, products, and yield Starting materials: C(C)(C)(C)OC(NC1(CCC1)C1=CC=C(C=C1)C1=C(OC2=CC=C(C=C2C1=O)C#N)C1=CC=CC=C1)=O ({1-[4-(6-cyano-4-oxo-2-phenyl-4H-chromen-3-yl)-phenyl]-cyclobutyl}-carbamic acid tert-butyl ester), C(C)(C)(C)OC(NC1(CCC1)C1=CC=C(C=C1)C1=C(OC2=CC(=C(C=C2C1=O)OC)Br)C1=CC=CC=C1)=O ({1-[4-(7-bromo-6-methoxy-4-oxo-2-phenyl-4H-chromen-3-yl)-phenyl]-cyclobutyl}-carbamic acid tert-butyl ester). The product is C(C)(C)(C)OC(NC1(CCC1)C1=CC=C(C=C1)C1=C(OC2=CC(=C(C=C2C1=O)OC)C#N)C1=CC=CC=C1)=O ({1-[4-(7-Cyano-6-methoxy-4-oxo-2-phenyl-4H-chromen-3-yl)-phenyl]-cyclobutyl}-carbamic acid tert-butyl ester). The yield is 57.0%. As a reaction SMILES: C(O[C:6](=O)[NH:7]C1(C2C=CC(C3C(=O)C4C(=CC=C(C#N)C=4)OC=3C3C=CC=CC=3)=CC=2)CCC1)(C)(C)C.[C:38]([O:42][C:43](=[O:75])[NH:44][C:45]1([C:49]2[CH:54]=[CH:53][C:52]([C:55]3[C:64](=[O:65])[C:63]4[C:58](=[CH:59][C:60](Br)=[C:61]([O:66][CH3:67])[CH:62]=4)[O:57][C:56]=3[C:69]3[CH:74]=[CH:73][CH:72]=[CH:71][CH:70]=3)=[CH:51][CH:50]=2)[CH2:48][CH2:47][CH2:46]1)([CH3:41])([CH3:40])[CH3:39]>>[C:38]([O:42][C:43](=[O:75])[NH:44][C:45]1([C:49]2[CH:54]=[CH:53][C:52]([C:55]3[C:64](=[O:65])[C:63]4[C:58](=[CH:59][C:60]([C:6]#[N:7])=[C:61]([O:66][CH3:67])[CH:62]=4)[O:57][C:56]=3[C:69]3[CH:74]=[CH:73][CH:72]=[CH:71][CH:70]=3)=[CH:51][CH:50]=2)[CH2:48][CH2:47][CH2:46]1)([CH3:41])([CH3:40])[CH3:39]. Procedure: Following the procedure used to prepare {1-[4-(6-cyano-4-oxo-2-phenyl-4H-chromen-3-yl)-phenyl]-cyclobutyl}-carbamic acid tert-butyl ester, {1-[4-(7-bromo-6-methoxy-4-oxo-2-phenyl-4H-chromen-3-yl)-phenyl]-cyclobutyl}-carbamic acid tert-butyl ester was reacted to give the title compound as a white solid (42 mg, 57%). LCMS (Method A): RT=4.84 min, [M+H]+=523.